The task is: describe an organic reaction: reactants, conditions, products, and yield. This data is from the Open Reaction Database (ORD), a public repository of structured organic reaction records. The yield is 5.7%. The solvent is O1CCOCC1 (dioxane), CN(C)C=O (DMF), CCOC(=O)C (EtOAc), O (water). The reagents and catalysts are C=1C=CC(=CC1)/C=C/C(=O)/C=C/C2=CC=CC=C2.C=1C=CC(=CC1)/C=C/C(=O)/C=C/C2=CC=CC=C2.C=1C=CC(=CC1)/C=C/C(=O)/C=C/C2=CC=CC=C2.[Pd].[Pd] (Pd2(dba)3). Reaction SMILES: Cl[C:2]1[CH:11]=[C:10]2[C:5]([CH:6]=[C:7]([C:15]3[C:16]([CH3:34])=[CH:17][C:18]([F:33])=[C:19]([NH:21][C:22]([NH:24][C:25]4[CH:30]=[C:29]([F:31])[CH:28]=[C:27]([F:32])[CH:26]=4)=[O:23])[CH:20]=3)[C:8](=[O:14])[N:9]2[CH2:12][CH3:13])=[CH:4][N:3]=1.C([O-])([O-])=O.[Cs+].[Cs+].[CH3:41][N:42]([CH3:46])[C:43]([NH2:45])=[O:44].CC1(C)C2C(=C(P(C3C=CC=CC=3)C3C=CC=CC=3)C=CC=2)OC2C(P(C3C=CC=CC=3)C3C=CC=CC=3)=CC=CC1=2>O1CCOCC1.C1C=CC(/C=C/C(/C=C/C2C=CC=CC=2)=O)=CC=1.C1C=CC(/C=C/C(/C=C/C2C=CC=CC=2)=O)=CC=1.C1C=CC(/C=C/C(/C=C/C2C=CC=CC=2)=O)=CC=1.[Pd].[Pd].CN(C=O)C.CCOC(C)=O.O>[F:32][C:27]1[CH:26]=[C:25]([NH:24][C:22](=[O:23])[NH:21][C:19]2[C:18]([F:33])=[CH:17][C:16]([CH3:34])=[C:15]([C:7]3[C:8](=[O:14])[N:9]([CH2:12][CH3:13])[C:10]4[C:5]([CH:6]=3)=[CH:4][N:3]=[C:2]([NH:45][C:43](=[O:44])[N:42]([CH3:46])[CH3:41])[CH:11]=4)[CH:20]=2)[CH:30]=[C:29]([F:31])[CH:28]=1 |f:1.2.3,7.8.9.10.11|. Starting materials: ClC1=NC=C2C=C(C(N(C2=C1)CC)=O)C=1C(=CC(=C(C1)NC(=O)NC1=CC(=CC(=C1)F)F)F)C (1-(5-(7-chloro-1-ethyl-2-oxo-1,2-dihydro-1,6-naphthyridin-3-yl)-2-fluoro-4-methylphenyl)-3-(3,5-difluorophenyl)urea), C(=O)([O-])[O-].[Cs+].[Cs+] (Cs2CO3), CN(C(=O)N)C (N,N-dimethylurea), CC1(C2=C(C(=CC=C2)P(C3=CC=CC=C3)C4=CC=CC=C4)OC5=C(C=CC=C51)P(C6=CC=CC=C6)C7=CC=CC=C7)C (Xantphos). Conditions: temperature 100 celsius, time 8 hour. Yields the product FC=1C=C(C=C(C1)F)NC(NC=1C(=CC(=C(C1)C=1C(N(C2=CC(=NC=C2C1)NC(N(C)C)=O)CC)=O)C)F)=O (3-(3-(5-(3-(3,5-difluorophenyl)ureido)-4-fluoro-2-methylphenyl)-1-ethyl-2-oxo-1,2-dihydro-1,6-naphthyridin-7-yl)-1,1-dimethylurea). Reported procedure: A mixture of 1-(5-(7-chloro-1-ethyl-2-oxo-1,2-dihydro-1,6-naphthyridin-3-yl)-2-fluoro-4-methylphenyl)-3-(3,5-difluorophenyl)urea (287 mg, 0.589 mmol), Cs2CO3 (576 mg, 1.768 mmol), N,N-dimethylurea (260 mg, 2.95 mmol) and Xantphos (102 mg, 0.177 mmol) in dioxane (5 mL) was sparged with Ar, treated with Pd2(dba)3 (81 mg, 0.088 mmol) and heated at 100° C. overnight. The mixture was cooled to RT, treated with water, EtOAc and DMF and the solids removed via filtration through diatomaceous earth. The ... The reactants are ClC=1C=C(C=CC1Cl)I (3,4-dichloroiodobenzene), C(CCCCCC#C)O (oct-7-yn-1-ol), tetrakis (triphenylphosphine)palladium (0). The reagents and catalysts are [Cu]I (copper (I) iodide). The solvent is C(C)N(CC)CC (triethylamine). Run at time 16 hour. The product is ClC=1C=C(C=CC1Cl)C#CCCCCCCO (8-(3,4-Dichlorophenyl)oct-7-yn-1-ol). Reaction SMILES: [Cl:1][C:2]1[CH:3]=[C:4](I)[CH:5]=[CH:6][C:7]=1[Cl:8].[CH2:10]([OH:18])[CH2:11][CH2:12][CH2:13][CH2:14][CH2:15][C:16]#[CH:17]>[Cu]I.C(N(CC)CC)C>[Cl:1][C:2]1[CH:3]=[C:4]([C:17]#[C:16][CH2:15][CH2:14][CH2:13][CH2:12][CH2:11][CH2:10][OH:18])[CH:5]=[CH:6][C:7]=1[Cl:8]. Procedure details: A mixture of 3,4-dichloroiodobenzene (2.16 g), oct-7-yn-1-ol (1.20 g), tetrakis (triphenylphosphine)palladium (0) (0.185 g), copper (I) iodide (0.046 g) and triethylamine (15 ml) was stirred at room temperature for 16 h. The solid was filtered off and the filtrate evaporated under reduced pressure. The residual oil was dissolved in ethyl acetate (15 ml) and washed with water (10 ml), 2M hydrochloric acid (2×10 ml) and brine (10 ml). Drying over magnesium sulfate and removal of the solvent under ...